This data is from the Open Reaction Database (ORD), a public repository of structured organic reaction records. The task is: describe an organic reaction: reactants, conditions, products, and yield Starting materials: O=C([O-])[O-], CCCS, CCOC(C)=O, CCCC#N, COC(=O)Cc1ccc(-n2ncc(C(=O)OC(C)(C)C)c2Cl)cc1, [K+], [K+]. Yields the product CCCSc1c(C(=O)OC(C)(C)C)cnn1-c1ccc(CC(=O)OC)cc1. Reaction SMILES: [C:25](=[O:26])([O-:27])[O-:28].[CH2:31]([CH2:32][CH3:33])[SH:34].[CH3:35][CH2:36][O:37][C:38](=[O:39])[CH3:40].[CH3:41][CH2:42][CH2:43][C:44]#[N:45].[Cl:1][c:2]1[c:3]([C:18](=[O:19])[O:20][C:21]([CH3:22])([CH3:23])[CH3:24])[cH:4][n:5][n:6]1-[c:7]1[cH:8][cH:9][c:10]([CH2:13][C:14](=[O:15])[O:16][CH3:17])[cH:11][cH:12]1.[K+:29].[K+:30]>>[c:2]1([S:34][CH2:31][CH2:32][CH3:33])[c:3]([C:18](=[O:19])[O:20][C:21]([CH3:22])([CH3:23])[CH3:24])[cH:4][n:5][n:6]1-[c:7]1[cH:8][cH:9][c:10]([CH2:13][C:14](=[O:15])[O:16][CH3:17])[cH:11][cH:12]1.